Dataset: the Open Reaction Database (ORD), a public repository of structured organic reaction records. Task: describe an organic reaction: reactants, conditions, products, and yield Starting materials: CCc1ccccc1N=C=O, NCCCN1Cc2ccccc2CC1Cc1ccc(F)cc1. Product: CCc1ccccc1NC(=O)NCCCN1Cc2ccccc2CC1Cc1ccc(F)cc1. RXN SMILES: [CH2:23]([CH3:24])[c:25]1[c:26]([N:31]=[C:32]=[O:33])[cH:27][cH:28][cH:29][cH:30]1.[F:1][c:2]1[cH:3][cH:4][c:5]([CH2:6][CH:7]2[N:8]([CH2:17][CH2:18][CH2:19][NH2:20])[CH2:9][c:10]3[cH:11][cH:12][cH:13][cH:14][c:15]3[CH2:16]2)[cH:21][cH:22]1>>[F:1][c:2]1[cH:3][cH:4][c:5]([CH2:6][CH:7]2[N:8]([CH2:17][CH2:18][CH2:19][NH:20][C:32]([NH:31][c:26]3[c:25]([CH2:23][CH3:24])[cH:30][cH:29][cH:28][cH:27]3)=[O:33])[CH2:9][c:10]3[cH:11][cH:12][cH:13][cH:14][c:15]3[CH2:16]2)[cH:21][cH:22]1.